Task: describe an organic reaction: reactants, conditions, products, and yield. Dataset: the Open Reaction Database (ORD), a public repository of structured organic reaction records As a reaction SMILES: [CH2:1]([C:3]1[CH:9]=[CH:8][CH:7]=[CH:6][C:4]=1[NH2:5])[CH3:2].C1(CN)CCCCC1.[O:18]=[C:19]1[C:27]2([CH2:31][O:30][C:29]3[CH:32]=[C:33]4[C:37](=[CH:38][C:28]2=3)[CH2:36][CH2:35][O:34]4)[C:26]2[C:21](=[CH:22][CH:23]=[CH:24][CH:25]=2)[N:20]1[CH2:39][C:40]1[CH:48]=[CH:47][CH:46]=[CH:45][C:41]=1[C:42](O)=[O:43].O=C1C2(COC3C=C4C(=CC2=3)CCO4)C2C(=CC=CC=2)N1CC1C=C(C=CC=1)C(O)=O>>[CH2:1]([C:3]1[CH:9]=[CH:8][CH:7]=[CH:6][C:4]=1[NH:5][C:42](=[O:43])[C:41]1[CH:45]=[CH:46][CH:47]=[CH:48][C:40]=1[CH2:39][N:20]1[C:21]2[C:26](=[CH:25][CH:24]=[CH:23][CH:22]=2)[C:27]2([CH2:31][O:30][C:29]3[CH:32]=[C:33]4[C:37](=[CH:38][C:28]2=3)[CH2:36][CH2:35][O:34]4)[C:19]1=[O:18])[CH3:2]. Reported procedure: Following the procedure as described in EXAMPLE 12 and making non-critical variations using 2-ethylaniline to replace cyclohexanemethylamine, and 2-[(2′-oxo-5,6-dihydrospiro[benzo[1,2-b:5,4-b′]difuran-3,3′-indol]-1′(2′H)-yl)methyl]benzoic acid to replace 3-[(2′-oxo-5,6-dihydrospiro[benzo[1,2-b:5,4-b′]difuran-3,3′-indol]-1′(2′H)-yl)methyl]benzoic acid, N-(2-ethylphenyl)-2-[(2′-oxo-5,6-dihydrospiro[benzo[1,2-b:5,4-b′]difuran-3,3′-indol]-1′(2′H)-yl)methyl]benzamide was obtained (95%) as a colorless... The product is C(C)C1=C(C=CC=C1)NC(C1=C(C=CC=C1)CN1C(C2(C3=CC=CC=C13)C1=C(OC2)C=C2OCCC2=C1)=O)=O (N-(2-ethylphenyl)-2-[(2′-oxo-5,6-dihydrospiro[benzo[1,2-b:5,4-b′]difuran-3,3′-indol]-1′(2′H)-yl)methyl]benzamide). Reactants: C(C)C1=C(N)C=CC=C1 (2-ethylaniline), O=C1N(C2=CC=CC=C2C12C1=C(OC2)C=C2OCCC2=C1)CC=1C=C(C(=O)O)C=CC1 (3-[(2′-oxo-5,6-dihydrospiro[benzo[1,2-b:5,4-b′]difuran-3,3′-indol]-1′(2′H)-yl)methyl]benzoic acid), C1(CCCCC1)CN (cyclohexanemethylamine), O=C1N(C2=CC=CC=C2C12C1=C(OC2)C=C2OCCC2=C1)CC1=C(C(=O)O)C=CC=C1 (2-[(2′-oxo-5,6-dihydrospiro[benzo[1,2-b:5,4-b′]difuran-3,3′-indol]-1′(2′H)-yl)methyl]benzoic acid). The reactants are CC=CC(=O)Cl, Nc1n[nH]c2cc(Cl)ccc12, c1ccncc1. Yields the product CC=CC(=O)Nc1n[nH]c2cc(Cl)ccc12. Reaction SMILES: [C:1]([CH:2]=[CH:3][CH3:4])(=[O:5])[Cl:6].[Cl:7][c:8]1[cH:9][cH:10][c:11]2[c:12]([NH2:17])[n:13][nH:14][c:15]2[cH:16]1.[cH:18]1[cH:19][cH:20][n:21][cH:22][cH:23]1>>[C:1]([CH:2]=[CH:3][CH3:4])(=[O:5])[NH:17][c:12]1[c:11]2[cH:10][cH:9][c:8]([Cl:7])[cH:16][c:15]2[nH:14][n:13]1.